Dataset: the Open Reaction Database (ORD), a public repository of structured organic reaction records. Task: describe an organic reaction: reactants, conditions, products, and yield The reactants are ClCC1=CC=C(C#N)C=C1 (4-(chloromethyl)benzonitrile), BrCC=1OC(=CC1)C(F)(F)F (2-(bromomethyl)-5-(trifluoromethyl)furan), C(C1=CC=CC=C1)NC(=O)C1=C(N=C(S1)N1C(NCC1)=O)C (N-benzyl-4-methyl-2-(2-oxoimidazolidin-1-yl)thiazole-5-carboxamide). Yields the product C(C1=CC=CC=C1)NC(=O)C1=C(N=C(S1)N1C(N(CC1)CC=1OC(=CC1)C(F)(F)F)=O)C (N-benzyl-4-methyl-2-(2-oxo-3-((5-(trifluoromethyl)furan-2-yl)methyl)imidazolidin-1-yl)thiazole-5-carboxamide). Yield: 27.0%. RXN SMILES: ClCC1C=CC(C#N)=CC=1.Br[CH2:12][C:13]1[O:14][C:15]([C:18]([F:21])([F:20])[F:19])=[CH:16][CH:17]=1.[CH2:22]([NH:29][C:30]([C:32]1[S:36][C:35]([N:37]2[CH2:41][CH2:40][NH:39][C:38]2=[O:42])=[N:34][C:33]=1[CH3:43])=[O:31])[C:23]1[CH:28]=[CH:27][CH:26]=[CH:25][CH:24]=1>>[CH2:22]([NH:29][C:30]([C:32]1[S:36][C:35]([N:37]2[CH2:41][CH2:40][N:39]([CH2:12][C:13]3[O:14][C:15]([C:18]([F:21])([F:20])[F:19])=[CH:16][CH:17]=3)[C:38]2=[O:42])=[N:34][C:33]=1[CH3:43])=[O:31])[C:23]1[CH:28]=[CH:27][CH:26]=[CH:25][CH:24]=1. Reported procedure: Following the procedure as described in Example 23, making variations as required to replace 4-(chloromethyl)benzonitrile with 2-(bromomethyl)-5-(trifluoromethyl)furan to react with N-benzyl-4-methyl-2-(2-oxoimidazolidin-1-yl)thiazole-5-carboxamide, the title compound was obtained as a colorless solid in 27% yield: mp 143-145° C. (dichloromethane/hexanes); 1H NMR (300 MHz, CDCl3) δ 7.35-7.28 (m, 5H), 6.76-6.75 (m, 1H), 6.39 (d, J=3.0 Hz, 1H), 5.90 (t, J=6.0 Hz, 1H), 4.57 (d, J=6.0 Hz, 2H), 4.51 ... Starting materials: C(CCC)C1=NOC(=C1CCC=1SC(=C(N1)C)C(=O)O)C (2-[2-(3-butyl-5-methyl-isoxazol-4-yl)-ethyl]-4-methyl-thiazole-5-carboxylic acid), O1CC(CC1)N (rac-tetrahydrofuran-3-amine). Product: O1CC(CC1)NC(=O)C1=C(N=C(S1)CCC=1C(=NOC1C)CCCC)C (Rac-2-[2-(3-Butyl-5-methyl-isoxazol-4-yl)-ethyl]-4-methyl-thiazole-5-carboxylic acid (tetrahydro-furan-3-yl)-amide). The yield is 40.0%. RXN SMILES: [CH2:1]([C:5]1[C:9]([CH2:10][CH2:11][C:12]2[S:13][C:14]([C:18]([OH:20])=O)=[C:15]([CH3:17])[N:16]=2)=[C:8]([CH3:21])[O:7][N:6]=1)[CH2:2][CH2:3][CH3:4].[O:22]1[CH2:26][CH2:25][CH:24]([NH2:27])[CH2:23]1>>[O:22]1[CH2:26][CH2:25][CH:24]([NH:27][C:18]([C:14]2[S:13][C:12]([CH2:11][CH2:10][C:9]3[C:5]([CH2:1][CH2:2][CH2:3][CH3:4])=[N:6][O:7][C:8]=3[CH3:21])=[N:16][C:15]=2[CH3:17])=[O:20])[CH2:23]1. Procedure: As described for example 48e, 2-[2-(3-butyl-5-methyl-isoxazol-4-yl)-ethyl]-4-methyl-thiazole-5-carboxylic acid (75 mg, 0.23 mmol) was converted, using rac-tetrahydrofuran-3-amine instead of isopropylamine, to the title compound (35 mg, 40%) which was obtained as a light brown oil. MS: m/e=378.3 [M+H]+. The reactants are CC(C)([O-])C.[K+] (Potassium tert-butoxide), NC1=NC=CC=C1 (2-aminopyridine), BrC1=C(C=CC(=C1F)[N+](=O)[O-])F (2-Bromo-1,3-difluoro-4-nitrobenzene). Run in C1CCOC1 (THF), C1CCOC1 (THF), O (water). Conditions: temperature 0 celsius, time 30 minute. The product is BrC1=C(C(=CC=C1F)[N+](=O)[O-])NC1=NC=CC=C1 ((2-Bromo-3-fluoro-6-nitro-phenyl)-pyridin-2-yl-amine). Yield: 60.5%. As a reaction SMILES: CC(C)([O-])C.[K+].[NH2:7][C:8]1[CH:13]=[CH:12][CH:11]=[CH:10][N:9]=1.[Br:14][C:15]1[C:20](F)=[C:19]([N+:22]([O-:24])=[O:23])[CH:18]=[CH:17][C:16]=1[F:25]>C1COCC1.O>[Br:14][C:15]1[C:16]([F:25])=[CH:17][CH:18]=[C:19]([N+:22]([O-:24])=[O:23])[C:20]=1[NH:7][C:8]1[CH:13]=[CH:12][CH:11]=[CH:10][N:9]=1 |f:0.1|. Reported procedure: Potassium tert-butoxide (2.82 g, 25.2 mmol) was added to a solution of 2-aminopyridine (1.25 g, 13.2 mmol) in THF (40 mL) at 0° C. and the reaction mixture stirred at 0° C. for 30 min. 2-Bromo-1,3-difluoro-4-nitrobenzene (3 g, 12.6 mmol) was added as a solution in THF (10 mL) and the reaction mixture stirred at 0° C. for 2 h. The reaction mixture was diluted with water and the product extracted with EtOAc (3×40 mL). The combined organic extracts were washed with brine, dried (MgSO4) and concentr... The product is C(C1=CC=CC=C1)OC(=O)N1C(=NC2=C1C=C(C(=C2)Cl)Cl)C2=CC(=C(C=C2)OC)NS(=O)(=O)C=2SC=CC2 (5,6-Dichloro-2-[4-methoxy-3-(thiophene-2-sulfonylamino)-phenyl]-benzoimidazole-1-carboxylic acid benzyl ester). Starting materials: C(C1=CC=CC=C1)OC(=O)N1C(=NC2=C1C=C(C(=C2)Cl)Cl)C2=CC(=C(C=C2)OC)N (2-(3-Amino-4-methoxy-phenyl)-5,6-dichloro-benzoimidazole-1-carboxylic acid benzyl ester), N1=CC=CC=C1 (pyridine), S1C(=CC=C1)S(=O)(=O)Cl (2-thienylsulfonyl chloride). Conditions: time 8 hour. RXN SMILES: [CH2:1]([O:8][C:9]([N:11]1[C:15]2[CH:16]=[C:17]([Cl:21])[C:18]([Cl:20])=[CH:19][C:14]=2[N:13]=[C:12]1[C:22]1[CH:27]=[CH:26][C:25]([O:28][CH3:29])=[C:24]([NH2:30])[CH:23]=1)=[O:10])[C:2]1[CH:7]=[CH:6][CH:5]=[CH:4][CH:3]=1.N1C=CC=CC=1.[S:37]1[CH:41]=[CH:40][CH:39]=[C:38]1[S:42](Cl)(=[O:44])=[O:43]>O>[CH2:1]([O:8][C:9]([N:11]1[C:15]2[CH:16]=[C:17]([Cl:21])[C:18]([Cl:20])=[CH:19][C:14]=2[N:13]=[C:12]1[C:22]1[CH:27]=[CH:26][C:25]([O:28][CH3:29])=[C:24]([NH:30][S:42]([C:38]2[S:37][CH:41]=[CH:40][CH:39]=2)(=[O:44])=[O:43])[CH:23]=1)=[O:10])[C:2]1[CH:7]=[CH:6][CH:5]=[CH:4][CH:3]=1. Solvent: O (Water). Procedure: 2-(3-Amino-4-methoxy-phenyl)-5,6-dichloro-benzoimidazole-1-carboxylic acid benzyl ester from Step C was mixed with pyridine (5 mL) and 2-thienylsulfonyl chloride (0.1283 g, 0.7 mmol) was added. The mixture was allowed to stand overnight. Water (100 mL) was added to the reaction mixture and the product crystallized within 5 hours. The solid was then collected by filtration and triturated with 1/1, hexanes/ethyl acetate (0.2 g), mp 195-198° C. The reactants are C(C)[Si](N(CC=C)CC1=CC=CC=C1)(CC)CC (N-triethylsilyl-N-benzyl-N-allylamine), CO[SiH](OC)OC (trimethoxysilane). The reagents and catalysts are [Pt].C(=C)[Si](O[Si](C)(C)C=C)(C)C (platinum 1,3-divinyl-1,1,3,3-tetramethyldisiloxane). The solvent is C1(=CC=CC=C1)C (toluene). Run at temperature 50 celsius, time 1 hour. Yields the product C(C)[Si](N(CCC[Si](OC)(OC)OC)CC1=CC=CC=C1)(CC)CC (N-triethylsilyl-N-benzyl-3-aminopropyltrimethoxysilane). RXN SMILES: [CH2:1]([Si:3]([CH2:17][CH3:18])([CH2:15][CH3:16])[N:4]([CH2:8][C:9]1[CH:14]=[CH:13][CH:12]=[CH:11][CH:10]=1)[CH2:5][CH:6]=[CH2:7])[CH3:2].[CH3:19][O:20][SiH:21]([O:24][CH3:25])[O:22][CH3:23]>[Pt].C([Si](C)(C)O[Si](C=C)(C)C)=C.C1(C)C=CC=CC=1>[CH2:17]([Si:3]([CH2:15][CH3:16])([CH2:1][CH3:2])[N:4]([CH2:8][C:9]1[CH:14]=[CH:13][CH:12]=[CH:11][CH:10]=1)[CH2:5][CH2:6][CH2:7][Si:21]([O:24][CH3:25])([O:22][CH3:23])[O:20][CH3:19])[CH3:18] |f:2.3|. Reported procedure: A flask equipped with a stirrer, reflux condenser, dropping funnel and thermometer was charged with 26.2 g (0.1 mol) of N-triethylsilyl-N-benzyl-N-allylamine and 0.07 g of a toluene solution of platinum/1,3-divinyl-1,1,3,3-tetramethyldisiloxane complex (Pt concentration 3 wt %) and heated at 50° C. Once the internal temperature became steady, 12.2 g (0.1 mol) of trimethoxysilane was added dropwise over 1 hour. Stirring was continued at the temperature for a further 1 hour. The reaction solution ... Yields the product CC(=O)N(C)c1cccc(CCN2CCN(c3cccc4nc(C)ccc34)CC2)c1. RXN SMILES: [CH2:34]1[O:35][CH2:36][CH2:37][CH2:38]1.[CH3:1][c:2]1[n:3][c:4]2[cH:5][cH:6][cH:7][c:8]([N:12]3[CH2:13][CH2:14][N:15]([CH2:18][CH2:19][c:20]4[cH:21][c:22]([NH:26][C:27]([CH3:28])=[O:29])[cH:23][cH:24][cH:25]4)[CH2:16][CH2:17]3)[c:9]2[cH:10][cH:11]1.[H-:30].[I:32][CH3:33].[Na+:31]>>[CH3:1][c:2]1[n:3][c:4]2[cH:5][cH:6][cH:7][c:8]([N:12]3[CH2:13][CH2:14][N:15]([CH2:18][CH2:19][c:20]4[cH:21][c:22]([N:26]([C:27]([CH3:28])=[O:29])[CH3:33])[cH:23][cH:24][cH:25]4)[CH2:16][CH2:17]3)[c:9]2[cH:10][cH:11]1. The reactants are C1CCOC1, CC(=O)Nc1cccc(CCN2CCN(c3cccc4nc(C)ccc34)CC2)c1, [H-], CI, [Na+].